The task is: describe an organic reaction: reactants, conditions, products, and yield. This data is from the Open Reaction Database (ORD), a public repository of structured organic reaction records. Yields the product CCn1c(=O)[nH]c2c(COC3CN(C(=O)OCc4ccccc4)CCC3c3ccc(OCCCOCc4ccccc4OC)cc3)cccc21. The reactants are CCn1c(=O)n(COCC[Si](C)(C)C)c2c(COC3CN(C(=O)OCc4ccccc4)CCC3c3ccc(OCCCOCc4ccccc4OC)cc3)cccc21, CCCC[N+](CCCC)(CCCC)CCCC, [F-], C1CCOC1, O. As a reaction SMILES: [CH2:1]([CH3:2])[n:3]1[c:4](=[O:58])[n:5]([CH2:50][O:51][CH2:52][CH2:53][Si:54]([CH3:55])([CH3:56])[CH3:57])[c:6]2[c:7]1[cH:8][cH:9][cH:10][c:11]2[CH2:12][O:13][CH:14]1[CH2:15][N:16]([C:40](=[O:41])[O:42][CH2:43][c:44]2[cH:45][cH:46][cH:47][cH:48][cH:49]2)[CH2:17][CH2:18][CH:19]1[c:20]1[cH:21][cH:22][c:23]([O:26][CH2:27][CH2:28][CH2:29][O:30][CH2:31][c:32]2[c:33]([O:38][CH3:39])[cH:34][cH:35][cH:36][cH:37]2)[cH:24][cH:25]1.[CH3:60][CH2:61][CH2:62][CH2:63][N+:64]([CH2:65][CH2:66][CH2:67][CH3:68])([CH2:69][CH2:70][CH2:71][CH3:72])[CH2:73][CH2:74][CH2:75][CH3:76].[F-:59].[O:78]1[CH2:79][CH2:80][CH2:81][CH2:82]1.[OH2:77]>>[CH2:1]([CH3:2])[n:3]1[c:4](=[O:58])[nH:5][c:6]2[c:7]1[cH:8][cH:9][cH:10][c:11]2[CH2:12][O:13][CH:14]1[CH2:15][N:16]([C:40](=[O:41])[O:42][CH2:43][c:44]2[cH:45][cH:46][cH:47][cH:48][cH:49]2)[CH2:17][CH2:18][CH:19]1[c:20]1[cH:21][cH:22][c:23]([O:26][CH2:27][CH2:28][CH2:29][O:30][CH2:31][c:32]2[c:33]([O:38][CH3:39])[cH:34][cH:35][cH:36][cH:37]2)[cH:24][cH:25]1. Procedure: 2-(5,6-dihydro-4H-pyrrolo[3,2,1-ij]quinolin-1-yl)-5-phenyl-1,3,4-oxadiazole was synthesized as outlined in General Procedure J using 5,6-dihydro-4H-pyrrolo[3,2,1-ij]quinoline-1-carboxylic acid and benzohydrazide. The crude product was purified using reverse phase chromatography (HPLC, C-18) using trifluoroacetic acid as a modifier to give the desired product 2-(5,6-dihydro-4H-pyrrolo[3,2,1-ij]quinolin-1-yl)-5-phenyl-1,3,4-oxadiazole as a yellow solid. Mp=155-157° C.; 400 MHz 1HNMR (DMSO-d6) δ 8.... As a reaction SMILES: [C:1]1([C:13]([OH:15])=O)[C:11]2=[C:12]3[C:7](=[CH:8][CH:9]=[CH:10]2)[CH2:6][CH2:5][CH2:4][N:3]3[CH:2]=1.[C:16]([NH:24][NH2:25])(=O)[C:17]1[CH:22]=[CH:21][CH:20]=[CH:19][CH:18]=1>>[C:1]1([C:13]2[O:15][C:16]([C:17]3[CH:22]=[CH:21][CH:20]=[CH:19][CH:18]=3)=[N:24][N:25]=2)[C:11]2=[C:12]3[C:7](=[CH:8][CH:9]=[CH:10]2)[CH2:6][CH2:5][CH2:4][N:3]3[CH:2]=1. The product is C1(=CN2CCCC3=CC=CC1=C23)C=2OC(=NN2)C2=CC=CC=C2 (2-(5,6-dihydro-4H-pyrrolo[3,2,1-ij]quinolin-1-yl)-5-phenyl-1,3,4-oxadiazole). The reactants are C1(=CN2CCCC3=CC=CC1=C23)C(=O)O (5,6-dihydro-4H-pyrrolo[3,2,1-ij]quinoline-1-carboxylic acid), C(C1=CC=CC=C1)(=O)NN (benzohydrazide). Run in O (Water), CN(C=O)C (N,N-dimethylformamide), C(C)N(CC)CC (triethylamine). The yield is 68.4%. Reaction SMILES: [F:1][C:2]1[CH:7]=[CH:6][C:5]([C:8]2[O:9][C:10]([C:17]3[CH:21]=[CH:20][S:19][CH:18]=3)=[C:11]([CH2:13][C:14]([OH:16])=O)[N:12]=2)=[CH:4][CH:3]=1.Cl.[CH3:23][O:24][NH2:25].Cl.C(N=C=NCCCN(C)C)C.ON1C2C=CC=CC=2N=N1>CN(C)C=O.O.C(N(CC)CC)C>[CH3:23][O:24][NH:25][C:14](=[O:16])[CH2:13][C:11]1[N:12]=[C:8]([C:5]2[CH:4]=[CH:3][C:2]([F:1])=[CH:7][CH:6]=2)[O:9][C:10]=1[C:17]1[CH:21]=[CH:20][S:19][CH:18]=1 |f:1.2,3.4|. Reaction conditions: time 8 hour. Yields the product CONC(CC=1N=C(OC1C1=CSC=C1)C1=CC=C(C=C1)F)=O (N-methoxy-[2-(4-fluorophenyl)-5-(3-thienyl)oxazol-4-yl]acetamide). Procedure details: A mixture of 2-(4-fluorophenyl)-5-(3-thienyl)oxazol-4-yl acetic acid (100 mg), methoxyamine hydrochloride (37.6 mg), 3-ethyl-1-(3-dimethylaminopropyl)carbodiimide hydrochloride (95 mg), 1-hydroxybenzotriazole (67 mg) and triethylamine (0.14 ml) in N,N-dimethylformamide (3 ml) was stirred at room temperature overnight. Water was added to the reaction mixture, the mixture was extracted with chloroform. The organic layer was washed with water and brine, dried over anhydrous sodium sulfate and the s... Reactants: FC1=CC=C(C=C1)C=1OC(=C(N1)CC(=O)O)C1=CSC=C1 (2-(4-fluorophenyl)-5-(3-thienyl)oxazol-4-yl acetic acid), Cl.CON (methoxyamine hydrochloride), Cl.C(C)N=C=NCCCN(C)C (3-ethyl-1-(3-dimethylaminopropyl)carbodiimide hydrochloride), ON1N=NC2=C1C=CC=C2 (1-hydroxybenzotriazole).